This data is from the Open Reaction Database (ORD), a public repository of structured organic reaction records. The task is: describe an organic reaction: reactants, conditions, products, and yield The reactants are FC=1C=C2C(C(=CN3C2=C(C1N1CCN(CC1)C)OC[C@@H]3C)C(=O)OC3COC(OC3)C3=CC=CC=C3)=O ((S)-2-phenyl-1,3-dioxan-5-yl 9-fluoro-3-methyl-10-(4-methylpiperazin-1-yl)-7-oxo-3,7-dihydro-2H-[1,4]oxazino[2,3,4-ij]quinoline-6-carboxylate). The reagents and catalysts are [Pd] (Palladium). Solvent: ClCCl.CO (dichloromethane methanol). Run at time 16 hour. Product: FC=1C=C2C(C(=CN3C2=C(C1N1CCN(CC1)C)OC[C@@H]3C)C(=O)OC(CO)CO)=O ((S)-1,3-dihydroxypropan-2-yl 9-fluoro-3-methyl-10-(4-methylpiperazin-1-yl)-7-oxo-3,7-dihydro-2H-[1,4]oxazino[2,3,4-ij]quinoline-6-carboxylate). The yield is 8.9%. RXN SMILES: [F:1][C:2]1[CH:3]=[C:4]2[C:9]3=[C:10]([O:19][CH2:20][C@H:21]([CH3:22])[N:8]3[CH:7]=[C:6]([C:23]([O:25][CH:26]3[CH2:31][O:30]C(C4C=CC=CC=4)[O:28][CH2:27]3)=[O:24])[C:5]2=[O:38])[C:11]=1[N:12]1[CH2:17][CH2:16][N:15]([CH3:18])[CH2:14][CH2:13]1>ClCCl.CO.[Pd]>[F:1][C:2]1[CH:3]=[C:4]2[C:9]3=[C:10]([O:19][CH2:20][C@H:21]([CH3:22])[N:8]3[CH:7]=[C:6]([C:23]([O:25][CH:26]([CH2:31][OH:30])[CH2:27][OH:28])=[O:24])[C:5]2=[O:38])[C:11]=1[N:12]1[CH2:13][CH2:14][N:15]([CH3:18])[CH2:16][CH2:17]1 |f:1.2|. Procedure: (S)-2-phenyl-1,3-dioxan-5-yl 9-fluoro-3-methyl-10-(4-methylpiperazin-1-yl)-7-oxo-3,7-dihydro-2H-[1,4]oxazino[2,3,4-ij]quinoline-6-carboxylate (0.50 g, 9.55 mmol), was dissolved in a mixture of dichloromethane/methanol (2:1.5, 87.5 ml) under argon. Palladium catalyst (10 wt % Pd/C) (180 mg) was added, the flask was evacuated and allowed to stir 1 atm of hydrogen gas at room temperature for 16 hours. The crude reaction mixture was passed through a glass microfiber on a sintered funnel. The volatil... Reactants: NC1=NC(=NC=2N1OC(N2)=O)N(CC=C)CC=C (7-amino-5-diallylamino-2H-[1,2,4]oxadiazolo[2,3-a]-s-triazin-2-one), ClCC(=O)OC (methyl chloroacetate), C([O-])([O-])=O.[K+].[K+] (potassium carbonate). Solvent: CC(=O)C (acetone). Conditions: time 21 hour. Yields the product COC(CNC1=NC(=NC=2N1OC(N2)=O)N(CC=C)CC=C)=O (N-{5-diallylamino-2-oxo-2H-[1,2,4]oxadiazolo[2,3-a]-s-triazin-7-yl}glycine methyl ester). As a reaction SMILES: [NH2:1][C:2]1[N:7]2[O:8][C:9](=[O:11])[N:10]=[C:6]2[N:5]=[C:4]([N:12]([CH2:16][CH:17]=[CH2:18])[CH2:13][CH:14]=[CH2:15])[N:3]=1.Cl[CH2:20][C:21]([O:23][CH3:24])=[O:22].C(=O)([O-])[O-].[K+].[K+]>CC(C)=O>[CH3:24][O:23][C:21](=[O:22])[CH2:20][NH:1][C:2]1[N:7]2[O:8][C:9](=[O:11])[N:10]=[C:6]2[N:5]=[C:4]([N:12]([CH2:16][CH:17]=[CH2:18])[CH2:13][CH:14]=[CH2:15])[N:3]=1 |f:2.3.4|. Procedure: 3.0 g. of 7-amino-5-diallylamino-2H-[1,2,4]oxadiazolo[2,3-a]-s-triazin-2-one are dissolved in 100 ml. of acetone and treated with 4 ml. of methyl chloroacetate and 4 g. of potassium carbonate. The mixture is vigorously stirred for 21 hours and then evaporated to dryness under reduced pressure. The residue is dissolved in methylene chloride and water and extracted twice with methylene chloride. The combined organic extracts are dried over potassium carbonate and evaporated under reduced pressure.... The reactants are OC(C[C@@]1(CCN(C(O1)=O)[C@@H](C)C1=CC=C(C=C1)B1OC(C(O1)(C)C)(C)C)C1=CC=CC=C1)(C)C ((S)-6-(2-hydroxy-2-methylpropyl)-6-phenyl-3-((S)-1-(4-(4,4,5,5-tetramethyl-1,3,2-dioxaborolan-2-yl)phenyl)ethyl)-1,3-oxazinan-2-one), BrC1=CC(N(C(=C1)C)CC)=O (4-bromo-1-ethyl-6-methylpyridin-2(1H)-one). The product is C(C)N1C(C=C(C=C1C)C1=CC=C(C=C1)[C@H](C)N1C(O[C@](CC1)(C1=CC=CC=C1)CC(C)(C)O)=O)=O ((S)-3-((S)-1-(4-(1-ethyl-6-methyl-2-oxo-1,2-dihydropyridin-4-yl)phenyl)ethyl)-6-(2-hydroxy-2-methylpropyl)-6-phenyl-1,3-oxazinan-2-one). RXN SMILES: [OH:1][C:2]([CH3:35])([CH3:34])[CH2:3][C@@:4]1([C:28]2[CH:33]=[CH:32][CH:31]=[CH:30][CH:29]=2)[O:9][C:8](=[O:10])[N:7]([C@H:11]([C:13]2[CH:18]=[CH:17][C:16](B3OC(C)(C)C(C)(C)O3)=[CH:15][CH:14]=2)[CH3:12])[CH2:6][CH2:5]1.Br[C:37]1[CH:42]=[C:41]([CH3:43])[N:40]([CH2:44][CH3:45])[C:39](=[O:46])[CH:38]=1>>[CH2:44]([N:40]1[C:41]([CH3:43])=[CH:42][C:37]([C:16]2[CH:15]=[CH:14][C:13]([C@@H:11]([N:7]3[CH2:6][CH2:5][C@:4]([CH2:3][C:2]([OH:1])([CH3:34])[CH3:35])([C:28]4[CH:33]=[CH:32][CH:31]=[CH:30][CH:29]=4)[O:9][C:8]3=[O:10])[CH3:12])=[CH:18][CH:17]=2)=[CH:38][C:39]1=[O:46])[CH3:45]. Reported procedure: The title compound was prepared from (S)-6-(2-hydroxy-2-methylpropyl)-6-phenyl-3-((S)-1-(4-(4,4,5,5-tetramethyl-1,3,2-dioxaborolan-2-yl)phenyl)ethyl)-1,3-oxazinan-2-one and 4-bromo-1-ethyl-6-methylpyridin-2(1H)-one following a procedure analogous to that described in Example 6 Step 1. LC-MS Method 2 tR=1.211 min, m/z=489.2; 1H NMR (CDCl3) 1.10 (s, 3H), 1.17 (s, 3H), 1.49 (s, 9H), 1.57 (d, 3H), 2.22 (m, 4H), 2.37 (m, 1H), 2.84 (m, 1H), 5.60 (m, 1H), 5.91 (s, 1H), 7.06 (d, 2H), 7.27-7.40 (m, 5H), ... Reactants: 10, N(=C=S)C1=CC=C(C=C1)N1CCN(CC1)C1=CC=C(C=C1)OC (1-(4-isothiocyanatophenyl)-4-(4-methoxyphenyl)piperazine), C(CCC)NCCCO (3-(butylamino)-1-propanol). Run in ClCCl (dichloromethane). Run at time 3 hour. Product: 12.7, C(CCC)N(C(=S)NC1=CC=C(C=C1)N1CCN(CC1)C1=CC=C(C=C1)OC)CCCO (N-butyl-N-(3-hydroxypropyl)-N'-[4-[4-(4-methoxyphenyl)-1-piperazinyl]phenyl]thiourea). Isolated yield 92.0%. As a reaction SMILES: [N:1]([C:4]1[CH:9]=[CH:8][C:7]([N:10]2[CH2:15][CH2:14][N:13]([C:16]3[CH:21]=[CH:20][C:19]([O:22][CH3:23])=[CH:18][CH:17]=3)[CH2:12][CH2:11]2)=[CH:6][CH:5]=1)=[C:2]=[S:3].[CH2:24]([NH:28][CH2:29][CH2:30][CH2:31][OH:32])[CH2:25][CH2:26][CH3:27]>ClCCl>[CH2:24]([N:28]([CH2:29][CH2:30][CH2:31][OH:32])[C:2]([NH:1][C:4]1[CH:9]=[CH:8][C:7]([N:10]2[CH2:15][CH2:14][N:13]([C:16]3[CH:21]=[CH:20][C:19]([O:22][CH3:23])=[CH:18][CH:17]=3)[CH2:12][CH2:11]2)=[CH:6][CH:5]=1)=[S:3])[CH2:25][CH2:26][CH3:27]. Procedure details: A mixture of 10 parts of 1-(4-isothiocyanatophenyl)-4-(4-methoxyphenyl)piperazine, 6.3 parts of 3-(butylamino)-1-propanol and 130 parts of dichloromethane was stirred for 3 hours at room temperature. The reaction mixture was evaporated and the residue was triturated in 2-propanone. The product was filtered off and dried, yielding 12.7 parts (92%) of N-butyl-N-(3-hydroxypropyl)-N'-[4-[4-(4-methoxyphenyl)-1-piperazinyl]phenyl]thiourea; mp. 153.9° C. (44). Starting materials: C(=O)(C(F)(F)F)O (TFA), NN (Hydrazine), C(C1=CC=CC=C1)C1=C(N=C2N(C1=O)CCCC2)C(C(C)C)N(C(C2=CC=C(C=C2)C)=O)CCCN2C(C1=CC=CC=C1C2=O)=O (N-[1-(3-benzyl-4-oxo-6,7,8,9-tetrahydro-4H-pyrido[1,2-a]pyrimidin-2-yl)-2-methylpropyl]-N-[3-(1,3-dioxo-1,3-dihydro-2H-isoindol-2-yl)propyl]-4-methylbenzamide). Run in C(C)O (ethanol). Reaction conditions: time 2 hour. The product is NCCCN(C(C1=CC=C(C=C1)C)=O)C(C(C)C)C=1N=C2N(C(C1CC1=CC=CC=C1)=O)CCCC2 (N-(3-aminopropyl)-N-[1-(3-benzyl-4-oxo-6,7,8,9-tetrahydro-4H-pyrido[1,2-a]pyrimidin-2-yl)-2-methylpropyl]-4-methylbenzamide). Reaction SMILES: [CH2:1]([C:8]1[C:13](=[O:14])[N:12]2[CH2:15][CH2:16][CH2:17][CH2:18][C:11]2=[N:10][C:9]=1[CH:19]([N:23]([CH2:33][CH2:34][CH2:35][N:36]1C(=O)C2C(=CC=CC=2)C1=O)[C:24](=[O:32])[C:25]1[CH:30]=[CH:29][C:28]([CH3:31])=[CH:27][CH:26]=1)[CH:20]([CH3:22])[CH3:21])[C:2]1[CH:7]=[CH:6][CH:5]=[CH:4][CH:3]=1.NN.C(O)(C(F)(F)F)=O>C(O)C>[NH2:36][CH2:35][CH2:34][CH2:33][N:23]([CH:19]([C:9]1[N:10]=[C:11]2[CH2:18][CH2:17][CH2:16][CH2:15][N:12]2[C:13](=[O:14])[C:8]=1[CH2:1][C:2]1[CH:7]=[CH:6][CH:5]=[CH:4][CH:3]=1)[CH:20]([CH3:21])[CH3:22])[C:24](=[O:32])[C:25]1[CH:26]=[CH:27][C:28]([CH3:31])=[CH:29][CH:30]=1. Reported procedure: The product from Step 12 (22), 50 mg (0.08 mmol) was dissolved in 1 ml of anhydrous ethanol. Hydrazine 18 μl (0.57 mmol) was added and the reaction stirred at room temperature for 2 h. The precipitate was filtered through a PTFE filter and washed with ethyl acetate. The solvent was evaporated and the crude material was purified by reverse phase HPLC resulting to 11 mg (0.023 mmol) of N-(3-aminopropyl)-N-[1-(3-benzyl-4-oxo-6,7,8,9-tetrahydro-4H-pyrido[1,2-a]pyrimidin-2-yl)-2-methylpropyl]-4-methy... Starting materials: CN(CCO)C (N,N-Dimethylethanolamine), [OH-].[K+] (KOH), FC1=CC(=C(C=C1)[N+](=O)[O-])OC (4-fluoro-2-methoxy-1-nitrobenzene). The reagents and catalysts are CCCCCCCC[N+](C)(CCCCCCCC)CCCCCCCC.[Cl-] (Aliquat 336). Run at temperature 80 celsius, time 5 minute. Product: COC=1C=C(OCCN(C)C)C=CC1[N+](=O)[O-] ([2-(3-Methoxy-4-nitrophenoxy)ethyl]dimethylamine). Yield: 62.0%. As a reaction SMILES: [CH3:1][N:2]([CH3:6])[CH2:3][CH2:4][OH:5].[OH-].[K+].F[C:10]1[CH:15]=[CH:14][C:13]([N+:16]([O-:18])=[O:17])=[C:12]([O:19][CH3:20])[CH:11]=1>CCCCCCCC[N+](CCCCCCCC)(CCCCCCCC)C.[Cl-]>[CH3:20][O:19][C:12]1[CH:11]=[C:10]([CH:15]=[CH:14][C:13]=1[N+:16]([O-:18])=[O:17])[O:5][CH2:4][CH2:3][N:2]([CH3:6])[CH3:1] |f:1.2,4.5|. Procedure details: N,N-Dimethylethanolamine (0.80 g, 9.0 mmol) was added to a mixture of powdered KOH (0.50 g, 9.0 mmol) and Aliquat 336 (0.36 g, 0.9 mmol) and the resulting mixture was stirred for 5 minutes at 80° C. Then 4-fluoro-2-methoxy-1-nitrobenzene (1.28 g, 7.5 mmol) was added, and stirring proceeded at this temperature for 30 minutes. The mixture was cooled and partitioned between methylene chloride (80 mL) and dilute aqueous HCl (50 mL), and the organic layer was extracted with dilute aqueous HCl (2×50 m... Starting materials: C1(CC1)N (cyclopropanamine), C(=O)(N1C=NC=C1)N1C=NC=C1 (1,1′-Carbonyldiimidazole), FC=1C(=NC=CC1)C(=O)O (3-fluoropyridine-2-carboxylic acid), NC1=NC(=NC(=N1)N(C1=CC(=CC=C1)C)C)C(=N)NO (4-Amino-N-hydroxy-6-(methyl-3-methylphenyl-amino)-[1,3,5]triazine-2-carboxamidine), NC1=NC(=NC(=N1)N(C1=CC(=CC=C1)C)C)C(=N)NO (4-amino-N-hydroxy-6-(methyl-3-methylphenyl-amino)-[1,3,5]triazine-2-carboxamidine). Solvent: CCOC(=O)C (EtOAc), N1=CC=CC=C1 (pyridine). Reaction conditions: time 1 hour. Product: C1(CC1)NC=1C(=NC=CC1)C1=NC(=NO1)C1=NC(=NC(=N1)N(C1=CC=CC=C1)C)N (6-{5-[3-(Cyclopropylamino)pyridin-2-yl]-1,2,4-oxadiazol-3-yl}-2-N-methyl-2-N-phenyl-1,3,5-triazine-2,4-diamine). The yield is 17.0%. As a reaction SMILES: C(N1C=CN=C1)(N1C=CN=C1)=O.F[C:14]1[C:15]([C:20]([OH:22])=O)=[N:16][CH:17]=[CH:18][CH:19]=1.[NH2:23][C:24]1[N:29]=[C:28]([N:30]([CH3:38])[C:31]2[CH:36]=[CH:35][CH:34]=[C:33](C)[CH:32]=2)[N:27]=[C:26]([C:39]([NH:41]O)=[NH:40])[N:25]=1.[CH:43]1([NH2:46])[CH2:45][CH2:44]1>N1C=CC=CC=1.CCOC(C)=O>[CH:43]1([NH:46][C:14]2[C:15]([C:20]3[O:22][N:40]=[C:39]([C:26]4[N:27]=[C:28]([N:30]([CH3:38])[C:31]5[CH:32]=[CH:33][CH:34]=[CH:35][CH:36]=5)[N:29]=[C:24]([NH2:23])[N:25]=4)[N:41]=3)=[N:16][CH:17]=[CH:18][CH:19]=2)[CH2:45][CH2:44]1. Procedure details: 1,1′-Carbonyldiimidazole (62 mg, 0.380 mmol) was added to a solution of 3-fluoropyridine-2-carboxylic acid (50 mg, 0.354 mmol) in anhydrous pyridine (1 mL) in a sealed tube at room temperature and the mixture was stirred for 1 h. 4-Amino-N-hydroxy-6-(methyl-3-methylphenyl-amino)-[1,3,5]triazine-2-carboxamidine (prepared in an analogous manner to Intermediate 1, 66 mg, 0.253 mmol) was added and the mixture was stirred at room temperature for 60 min and then at 90 C for approximately 18 h. The mix... Starting materials: OCC1CN(CCO1)C(=O)OC(C)(C)C (tert-butyl 2-(hydroxymethyl)morpholine-4-carboxylate), C1(=CC=CC=C1)P(C1=CC=CC=C1)C1=CC=CC=C1 (triphenylphosphine), C1(=CC=CC=C1)N1S(NC2=C1C=CC=C2)(=O)=O (1-phenyl-1,3-dihydro-2,1,3-benzothiadiazole 2,2-dioxide), N(=NC(=O)[O-])C(=O)[O-] (azodicarboxylate). Run in O1CCCC1 (tetrahydrofuran). Conditions: temperature 0 celsius, time 8 hour. The product is O=S1(N(C2=C(N1CC1CN(CCO1)C(=O)OC(C)(C)C)C=CC=C2)C2=CC=CC=C2)=O (tert-butyl 2-[(2,2-dioxido-3-phenyl-2,1,3-benzothiadiazol-1(3H)-yl)methyl]morpholine-4-carboxylate). Isolated yield 89.0%. Reaction SMILES: [C:1]1([N:7]2[C:11]3[CH:12]=[CH:13][CH:14]=[CH:15][C:10]=3[NH:9][S:8]2(=[O:17])=[O:16])[CH:6]=[CH:5][CH:4]=[CH:3][CH:2]=1.O[CH2:19][CH:20]1[O:25][CH2:24][CH2:23][N:22]([C:26]([O:28][C:29]([CH3:32])([CH3:31])[CH3:30])=[O:27])[CH2:21]1.C1(P(C2C=CC=CC=2)C2C=CC=CC=2)C=CC=CC=1.N(C([O-])=O)=NC([O-])=O>O1CCCC1>[O:17]=[S:8]1(=[O:16])[N:9]([CH2:19][CH:20]2[O:25][CH2:24][CH2:23][N:22]([C:26]([O:28][C:29]([CH3:30])([CH3:32])[CH3:31])=[O:27])[CH2:21]2)[C:10]2[CH:15]=[CH:14][CH:13]=[CH:12][C:11]=2[N:7]1[C:1]1[CH:2]=[CH:3][CH:4]=[CH:5][CH:6]=1. Procedure details: A mixture of 1-phenyl-1,3-dihydro-2,1,3-benzothiadiazole 2,2-dioxide (prepared analogously as in general procedure I, 246 mg, 1.00 mmol), tert-butyl 2-(hydroxymethyl)morpholine-4-carboxylate (228 mg, 1.05 mmol, 1.05 equiv.) and triphenylphosphine (289 mg, 1.10 mmol, 1.1 equiv.) in tetrahydrofuran (5 mL) was cooled to 0° C. in an ice bath. Diispropyl azodicarboxylate (0.22 mL, 1.1 mmol, 1.1 equiv.) was added dropwise via a syringe. The reaction mixture was stirred overnight while warming to room ... The reactants are CN(C)C1(CCCCC1)CN (1-(dimethylaminocyclohexyl)methylamine), C(CCC)OC1=CC=C(C(=O)Cl)C=C1 (4-butyloxy benzoyl chloride). The product is C(CCC)OC1=CC=C(C(=O)NCC2(CCCCC2)N(C)C)C=C1 (4-n-Butyloxy-N-[(1-dimethylaminocyclohexyl)methyl]benzamide). As a reaction SMILES: [CH3:1][N:2]([C:4]1([CH2:10][NH2:11])[CH2:9][CH2:8][CH2:7][CH2:6][CH2:5]1)[CH3:3].[CH2:12]([O:16][C:17]1[CH:25]=[CH:24][C:20]([C:21](Cl)=[O:22])=[CH:19][CH:18]=1)[CH2:13][CH2:14][CH3:15]>>[CH2:12]([O:16][C:17]1[CH:18]=[CH:19][C:20]([C:21]([NH:11][CH2:10][C:4]2([N:2]([CH3:1])[CH3:3])[CH2:5][CH2:6][CH2:7][CH2:8][CH2:9]2)=[O:22])=[CH:24][CH:25]=1)[CH2:13][CH2:14][CH3:15]. Procedure: Synthesised from 1-(dimethylaminocyclohexyl)methylamine and 4-butyloxy benzoyl chloride following the procedure of Example 1 (g and purified by LCMS to obtain the product as a trifluoroacetate salt. 1H NMR (CDCl3) δ: 0.97 (t, 3H, J=4 Hz), 1.18 (m, 1H), 1.49 (m, 2H), 1.67 (m, 4H), 1.80 (m, 5H), 2.01 (d, 2H, J=3 Hz), 2.79 (s, 6H), 4.01 (m, 4H), 6.93 (d, 2H, J=4 Hz), 8.18 (d, 2H, J=4 Hz), 8.47 (m, 1H), 11.90 (s, 1H). LCMS m/z 333.2 (MH+; 96.5%). HRMS (FAB) calc. 333.2539, found 333.2536. The reactants are CCOC(=O)CCc1cn(Cc2ccc(OC3CCN(c4ccccn4)CC3)cc2)nc1OCC, CCO, Cl, [Na+], C1CCOC1, [OH-]. Yields the product CCOc1nn(Cc2ccc(OC3CCN(c4ccccn4)CC3)cc2)cc1CCC(=O)O. Reaction SMILES: [CH2:1]([CH3:2])[O:3][c:4]1[n:5][n:6]([CH2:16][c:17]2[cH:18][cH:19][c:20]([O:23][CH:24]3[CH2:25][CH2:26][N:27]([c:30]4[n:31][cH:32][cH:33][cH:34][cH:35]4)[CH2:28][CH2:29]3)[cH:21][cH:22]2)[cH:7][c:8]1[CH2:9][CH2:10][C:11](=[O:12])[O:13][CH2:14][CH3:15].[CH3:43][CH2:44][OH:45].[ClH:46].[Na+:37].[O:38]1[CH2:39][CH2:40][CH2:41][CH2:42]1.[OH-:36]>>[CH2:1]([CH3:2])[O:3][c:4]1[n:5][n:6]([CH2:16][c:17]2[cH:18][cH:19][c:20]([O:23][CH:24]3[CH2:25][CH2:26][N:27]([c:30]4[n:31][cH:32][cH:33][cH:34][cH:35]4)[CH2:28][CH2:29]3)[cH:21][cH:22]2)[cH:7][c:8]1[CH2:9][CH2:10][C:11](=[O:12])[OH:13].